From a dataset of the Open Reaction Database (ORD), a public repository of structured organic reaction records. describe an organic reaction: reactants, conditions, products, and yield Reactants: C(C1=CC=CC=C1)Br (Benzyl bromide), C[C@]12CC[C@H](C=3C(N(NC13)C1=CC=C(C=C1)C)=O)C2(C)C ((4S,7R)-7,8,8-Trimethyl-2-p-tolyl-1,2,4,5,6,7-hexahydro-4,7-methano-indazol-3-one), C[C@]12CC[C@H](C=3C(N(NC13)C1=CC=C(C=C1)C)=O)C2(C)C ((4S,7R)-7,8,8-Trimethyl-2-p-tolyl-1,2,4,5,6,7-hexahydro-4,7-methano-indazol-3-one), [I-].[K+] (potassium iodide), C([O-])([O-])=O.[K+].[K+] (potassium carbonate). Run in CN(C=O)C (dimethylformamide), O (water). The product is C(C1=CC=CC=C1)N1N(C(C=2[C@H]3CC[C@@](C12)(C3(C)C)C)=O)C3=CC=C(C=C3)C ((4S,7R)-1-benzyl-7,8,8-trimethyl-2-p-tolyl-1,2,4,5,6,7-hexahydro-4,7-methano-indazol-3-one), C(C1=CC=CC=C1)OC=1N(N=C2[C@@]3(CC[C@H](C12)C3(C)C)C)C3=CC=C(C=C3)C ((4S,7R)-3-benzyloxy-7,8,8-trimethyl-2-p-tolyl-4,5,6,7-tetrahydro-2H-4,7-methano-indazole). The yield is 53.0%. As a reaction SMILES: [CH2:1](Br)[C:2]1[CH:7]=[CH:6][CH:5]=[CH:4][CH:3]=1.[CH3:9][C@@:10]12[C:27]([CH3:29])([CH3:28])[C@@H:13]([C:14]3[C:15](=[O:26])[N:16]([C:19]4[CH:24]=[CH:23][C:22]([CH3:25])=[CH:21][CH:20]=4)[NH:17][C:18]=31)[CH2:12][CH2:11]2.[I-].[K+].C(=O)([O-])[O-].[K+].[K+]>CN(C)C=O.O>[CH2:1]([N:17]1[C:18]2[C@@:10]3([CH3:9])[C:27]([CH3:29])([CH3:28])[C@H:13]([CH2:12][CH2:11]3)[C:14]=2[C:15](=[O:26])[N:16]1[C:19]1[CH:20]=[CH:21][C:22]([CH3:25])=[CH:23][CH:24]=1)[C:2]1[CH:7]=[CH:6][CH:5]=[CH:4][CH:3]=1.[CH2:1]([O:26][C:15]1[N:16]([C:19]2[CH:24]=[CH:23][C:22]([CH3:25])=[CH:21][CH:20]=2)[N:17]=[C:18]2[C:14]=1[C@@H:13]1[C:27]([CH3:29])([CH3:28])[C@@:10]2([CH3:9])[CH2:11][CH2:12]1)[C:2]1[CH:7]=[CH:6][CH:5]=[CH:4][CH:3]=1 |f:2.3,4.5.6|. Reported procedure: Benzyl bromide (0.18 mL, 1.5 mmol) was added to (4S,7R)-7,8,8-trimethyl-2-p-tolyl-1,2,4,5,6,7-hexahydro-4,7-methano-indazol-3-one (Intermediate 9; 400 mg, 1.4 mmol), potassium iodide (34 mg, 0.14 mmol) and potassium carbonate (400 mg, 2.8 mmol) in dimethylformamide (5 mL). The mixture was heated at 80 degrees under argon overnight. The reaction mixture was diluted with water and extracted three times with ethyl acetate. The combined organic layers were washed with water and brine, dried (magnesi... The reactants are S(O)(O)(=O)=O (sulfuric acid), S1C(=NC2=C1C=CC=C2)COC2=CC(=C(C=C2)N(C(OC)=O)CO)C (Methyl N-[4-(benzothiazol-2-ylmethoxy)-2-methylphenyl]-N-hydroxymethylcarbamate), C1(O)=CC=C(O)C=C1 (hydroquinone). Solvent: S(=O)(=O)(O)[O-].[Na+] (sodium hydrogen sulfate), C(CCC)O (butanol). Run at temperature 85 celsius, time 1 hour. Product: S1C(=NC2=C1C=CC=C2)COC2=CC(=C(C=C2)N(C(OC)=O)COCCCC)C (Methyl N-[4-(benzothiazol-2-ylmethoxy)-2-methylphenyl]-N-butoxymethylcarbamate). Yield: 9330.4%. Reaction SMILES: [S:1]1[C:5]2[CH:6]=[CH:7][CH:8]=[CH:9][C:4]=2[N:3]=[C:2]1[CH2:10][O:11][C:12]1[CH:17]=[CH:16][C:15]([N:18]([CH2:23][OH:24])[C:19](=[O:22])[O:20][CH3:21])=[C:14]([CH3:25])[CH:13]=1.S(=O)(=O)(O)O.[C:31]1([CH:38]=CC(O)=[CH:34][CH:33]=1)O>C(O)CCC.S([O-])(O)(=O)=O.[Na+]>[S:1]1[C:5]2[CH:6]=[CH:7][CH:8]=[CH:9][C:4]=2[N:3]=[C:2]1[CH2:10][O:11][C:12]1[CH:17]=[CH:16][C:15]([N:18]([CH2:23][O:24][CH2:38][CH2:31][CH2:33][CH3:34])[C:19](=[O:22])[O:20][CH3:21])=[C:14]([CH3:25])[CH:13]=1 |f:4.5|. Procedure: 49.8 mg of methyl N-hydroxymethyl-N-[4-(benzothiazol-2-ylmethoxy)-2-methylphenyl]carbamate [prepared as described in Example 19] were dissolved in 2 ml of butanol at room temperature, and the pH of the resulting solution was adjusted with concentrated sulfuric acid to pH 3. A catalytic amount of hydroquinone (2 mg) was added to the resulting mixture at room temperature and the mixture was then stirred for 1 hour at 85° C. The reaction mixture was then cooled to room temperature, diluted with aqu... Reactants: C/C=C(/C)\C(=O)O[C@H]1C[C@H]([C@]2(CO[C@@H]3[C@@H]2[C@]1([C@H]([C@]4([C@@H]3O[C@H]5C4=C([C@@H](C5)C=6C=COC6)C)C)CC(=O)OC)C)C)OC(=O)C (Salannin). Solvent: [OH-].[Na+] (NaOH), CO (methanol). Run at time 6 hour. The product is CC1=C2[C@@H](C[C@H]1C3=COC=C3)O[C@H]4[C@@]2([C@@H]([C@]5([C@H](C[C@H]([C@@]6([C@@H]5[C@H]4OC6)C)O)O)C)CC(=O)O)C (salannic acid). The yield is 69.8%. Reaction SMILES: C/C=C(\C([O:7][C@@H:8]1[C@:16]2([CH3:38])[C@@H:17]([CH2:33][C:34]([O:36]C)=[O:35])[C@:18]3([CH3:32])[C:22]4=[C:23]([CH3:31])[C@H:24]([C:26]5[CH:27]=[CH:28][O:29][CH:30]=5)[CH2:25][C@H:21]4[O:20][C@@H:19]3[C@H:14]3[C@H:15]2[C@:11]([CH3:39])([CH2:12][O:13]3)[C@H:10]([O:40]C(C)=O)[CH2:9]1)=O)/C>[OH-].[Na+].CO>[CH3:31][C:23]1[C@H:24]([C:26]2[CH:27]=[CH:28][O:29][CH:30]=2)[CH2:25][C@H:21]2[O:20][C@@H:19]3[C@@H:14]4[O:13][CH2:12][C@@:11]5([CH3:39])[C@H:15]4[C@:16]([CH3:38])([C@@H:8]([OH:7])[CH2:9][C@H:10]5[OH:40])[C@@H:17]([CH2:33][C:34]([OH:36])=[O:35])[C@:18]3([CH3:32])[C:22]=12 |f:1.2|. Reported procedure: Salannic acid (1c) was prepared by a modification of the method of de Silva et al. (1969), supra. Salannin (30 mg, 0.050 mmol) was dissolved in 2.0 mL of 0.5 N NaOH in 50% aqueous methanol and incubated at 60° C. for 6 h. The reaction mixture was poured onto 10 mL of 0.5 N HC1 and extracted three times with 10-mL portions of diethyl ether. The organic layers were combined, washed once with 10 mL of saturated aqueous sodium chloride, and rotary evaporated in vacuo. Purification of the crude produ...